The task is: describe an organic reaction: reactants, conditions, products, and yield. This data is from the Open Reaction Database (ORD), a public repository of structured organic reaction records. Reactants: C1(CCCC1)OC1=C(C=CC(=N1)C(CN)C)OC ((±)-6-(cyclopentyloxy)-5-methoxy-β-methyl-2-pyridineethanamine), C1=CC=C(C=C1)OC(=NC#N)OC2=CC=CC=C2 (diphenyl N-cyanocarbonimidate). The solvent is C(C)O (ethanol). The product is C(#N)N=C(NCC(C)C1=NC(=C(C=C1)OC)OC1CCCC1)OC1=CC=CC=C1 ((±)-phenyl N′-cyano-N-[2-[6-(cyclopentyloxy)-5-methoxy-2-pyridinyl]propyl]carbamimidate). Yield: 61.7%. Reaction SMILES: [CH:1]1([O:6][C:7]2[N:12]=[C:11]([CH:13]([CH3:16])[CH2:14][NH2:15])[CH:10]=[CH:9][C:8]=2[O:17][CH3:18])[CH2:5][CH2:4][CH2:3][CH2:2]1.[CH:19]1[CH:24]=[CH:23][C:22]([O:25][C:26](OC2C=CC=CC=2)=[N:27][C:28]#[N:29])=[CH:21][CH:20]=1>C(O)C>[C:28]([N:27]=[C:26]([O:25][C:22]1[CH:23]=[CH:24][CH:19]=[CH:20][CH:21]=1)[NH:15][CH2:14][CH:13]([C:11]1[CH:10]=[CH:9][C:8]([O:17][CH3:18])=[C:7]([O:6][CH:1]2[CH2:2][CH2:3][CH2:4][CH2:5]2)[N:12]=1)[CH3:16])#[N:29]. Procedure details: A solution of (±)-6-(cyclopentyloxy)-5-methoxy-β-methyl-2-pyridineethanamine (0.037 mol) and diphenyl N-cyanocarbonimidate (0.037 mol) in ethanol (100 ml) was stirred for one day at RT. The precipitate was filtered off, washed with ethanol, DIPE, then dried, yielding 9 g (61.7%) of (±)-phenyl N′-cyano-N-[2-[6-(cyclopentyloxy)-5-methoxy-2-pyridinyl]propyl]carbamimidate(interm. 9). The filtrate was evaporated under reduced pressure. The residue was dissolved in CH2Cl2. The organic solution was was... Starting materials: BrC1=NC(=CC(=C1)S(=O)(=O)C1=CC=C(C=C1)N)N1CCCC1 (4-(2-bromo-6-pyrrolidine-1-yl-pyridine-4-sulfonyl)-phenylamine), ClC=1C=C(C=CC1)B(O)O (3-chlorophenylboronic acid). The reagents and catalysts are C1=CC=C(C=C1)P(C2=CC=CC=C2)C3=CC=CC=C3.C1=CC=C(C=C1)P(C2=CC=CC=C2)C3=CC=CC=C3.Cl[Pd]Cl (bis(triphenylphosphine)-palladium(II)-chloride). The solvent is C([O-])([O-])=O.[K+].[K+] (potassium carbonate), C1(=CC=CC=C1)C (toluene). The product is ClC=1C=C(C=CC1)C1=NC(=CC(=C1)S(=O)(=O)C1=CC=C(C=C1)N)N1CCCC1 (4-[2-(3-chloro-phenyl)-6-pyrrolidine-1-yl-pyridine-4-sulfonyl]-phenylamine). Isolated yield 22.7%. As a reaction SMILES: Br[C:2]1[CH:7]=[C:6]([S:8]([C:11]2[CH:16]=[CH:15][C:14]([NH2:17])=[CH:13][CH:12]=2)(=[O:10])=[O:9])[CH:5]=[C:4]([N:18]2[CH2:22][CH2:21][CH2:20][CH2:19]2)[N:3]=1.[Cl:23][C:24]1[CH:25]=[C:26](B(O)O)[CH:27]=[CH:28][CH:29]=1>C1(C)C=CC=CC=1.C(=O)([O-])[O-].[K+].[K+].C1C=CC(P(C2C=CC=CC=2)C2C=CC=CC=2)=CC=1.C1C=CC(P(C2C=CC=CC=2)C2C=CC=CC=2)=CC=1.Cl[Pd]Cl>[Cl:23][C:24]1[CH:29]=[C:28]([C:2]2[CH:7]=[C:6]([S:8]([C:11]3[CH:16]=[CH:15][C:14]([NH2:17])=[CH:13][CH:12]=3)(=[O:10])=[O:9])[CH:5]=[C:4]([N:18]3[CH2:22][CH2:21][CH2:20][CH2:19]3)[N:3]=2)[CH:27]=[CH:26][CH:25]=1 |f:3.4.5,6.7.8|. Procedure: A mixture of 191 mg (0.5 mmole) 4-(2-bromo-6-pyrrolidine-1-yl-pyridine-4-sulfonyl)-phenylamine, 84 mg (0.55 mmole) 3-chlorophenylboronic acid, 18 mg bis(triphenylphosphine)-palladium(II)-chloride is refluxed for 2 hours in 7 ml toluene and 2 ml 2N aqueous potassium carbonate. The solvents are removed in vacuo. Flash chromatography (silicagel, ethyl acetate/hexane 1/1) of the residue yields 47 mg (22%) pure 4-[2-(3-chloro-phenyl)-6-pyrrolidine-1-yl-pyridine-4-sulfonyl]-phenylamine as a pale yello...